This data is from the Open Reaction Database (ORD), a public repository of structured organic reaction records. The task is: describe an organic reaction: reactants, conditions, products, and yield Reactants: COC(CC1(CCN(CC1)CC1=CC=CC=C1)O)=O ((1-Benzyl-4-hydroxy-piperidin-4-yl)-acetic acid methyl ester), [H-].[Al+3].[Li+].[H-].[H-].[H-] (lithium aluminium hydride), solution, S(=O)(=O)([O-])[O-].[Na+].[Na+] (sodium sulphate). Run in C1CCOC1 (THF). Conditions: temperature 0 celsius, time 1 hour. Product: C(C1=CC=CC=C1)N1CCC(CC1)(O)CCO (1-Benzyl-4-(2-hydroxy-ethyl)-piperidin-4-ol). Yield: 92.4%. As a reaction SMILES: C[O:2][C:3](=O)[CH2:4][C:5]1([OH:18])[CH2:10][CH2:9][N:8]([CH2:11][C:12]2[CH:17]=[CH:16][CH:15]=[CH:14][CH:13]=2)[CH2:7][CH2:6]1.[H-].[Al+3].[Li+].[H-].[H-].[H-].S([O-])([O-])(=O)=O.[Na+].[Na+]>C1COCC1>[CH2:11]([N:8]1[CH2:7][CH2:6][C:5]([CH2:4][CH2:3][OH:2])([OH:18])[CH2:10][CH2:9]1)[C:12]1[CH:13]=[CH:14][CH:15]=[CH:16][CH:17]=1 |f:1.2.3.4.5.6,7.8.9|. Reported procedure: To a solution of compound 24 (1.70 g, 6.07 mmol) in anhydrous THF (40 mL) at 0° C. was slowly added a solution of lithium aluminium hydride (1.0M in THF) (12.1 mL, 12.1 mmol). The solution was then stirred at 0° C. for 1 hr and allowed to return to room temperature to be stirred for an additional 2 hrs. The resulting solution was poured in a cold 10% solution of sodium sulphate (300 mL), extracted with diethyl ether (3×75 mL), washed with brine and finally dried over magnesium sulphate to give t... The reactants are Cc1ccc(N2CCNCC2)cc1C, CCN(C(C)C)C(C)C, O=CCCc1cc(-c2ccc(Cl)cc2)n(-c2ccccc2)n1. The product is Cc1ccc(N2CCN(CCCc3cc(-c4ccc(Cl)cc4)n(-c4ccccc4)n3)CC2)cc1C. As a reaction SMILES: [CH3:23][c:24]1[cH:25][c:26]([N:31]2[CH2:32][CH2:33][NH:34][CH2:35][CH2:36]2)[cH:27][cH:28][c:29]1[CH3:30].[CH:37]([N:38]([CH2:39][CH3:40])[CH:41]([CH3:42])[CH3:43])([CH3:44])[CH3:45].[Cl:1][c:2]1[cH:3][cH:4][c:5](-[c:8]2[cH:9][c:10]([CH2:19][CH2:20][CH:21]=[O:22])[n:11][n:12]2-[c:13]2[cH:14][cH:15][cH:16][cH:17][cH:18]2)[cH:6][cH:7]1>>[Cl:1][c:2]1[cH:3][cH:4][c:5](-[c:8]2[cH:9][c:10]([CH2:19][CH2:20][CH2:21][N:34]3[CH2:33][CH2:32][N:31]([c:26]4[cH:25][c:24]([CH3:23])[c:29]([CH3:30])[cH:28][cH:27]4)[CH2:36][CH2:35]3)[n:11][n:12]2-[c:13]2[cH:14][cH:15][cH:16][cH:17][cH:18]2)[cH:6][cH:7]1. Reactants: COC(C(C(C1=CC=CC=C1)=O)NC([C@@H](CC1=CC2=CC=CC=C2C=C1)NC(=O)OC(C)(C)C)=O)=O (2-((2R)-2-tert-Butoxycarbonylamino-3-(2-naphthyl)propionylamino)-3-oxo-3-phenylpropionic acid methylester), COC1=CC=C(C=C1)P1(SP(S1)(C1=CC=C(C=C1)OC)=S)=S (2,4-bis(4-methoxyphenyl)-1,3-dithia-2,4-diphosphetane-2,4-disulfide). The solvent is O1CCCC1 (tetrahydrofuran). The product is COC(=O)C=1N=C(SC1C1=CC=CC=C1)[C@@H](CC1=CC2=CC=CC=C2C=C1)NC(=O)OC(C)(C)C (2-((1R)-1-(tert-butoxycarbonylamino)-2-(2-naphthyl)-ethyl)-5-phenyl-1,3-thiazole-4-carboxylic acid methylester). Isolated yield 72.9%. As a reaction SMILES: [CH3:1][O:2][C:3](=[O:36])[CH:4]([NH:13][C:14](=O)[C@H:15]([NH:27][C:28]([O:30][C:31]([CH3:34])([CH3:33])[CH3:32])=[O:29])[CH2:16][C:17]1[CH:26]=[CH:25][C:24]2[C:19](=[CH:20][CH:21]=[CH:22][CH:23]=2)[CH:18]=1)[C:5](=O)[C:6]1[CH:11]=[CH:10][CH:9]=[CH:8][CH:7]=1.COC1C=CC(P2(=S)SP(=S)(C3C=CC(OC)=CC=3)[S:46]2)=CC=1>O1CCCC1>[CH3:1][O:2][C:3]([C:4]1[N:13]=[C:14]([C@H:15]([NH:27][C:28]([O:30][C:31]([CH3:34])([CH3:33])[CH3:32])=[O:29])[CH2:16][C:17]2[CH:26]=[CH:25][C:24]3[C:19](=[CH:20][CH:21]=[CH:22][CH:23]=3)[CH:18]=2)[S:46][C:5]=1[C:6]1[CH:11]=[CH:10][CH:9]=[CH:8][CH:7]=1)=[O:36]. Procedure: 2-((2R)-2-tert-Butoxycarbonylamino-3-(2-naphthyl)propionylamino)-3-oxo-3-phenylpropionic acid methylester (2.2 g; 4.069 mmol) and 2,4-bis(4-methoxyphenyl)-1,3-dithia-2,4-diphosphetane-2,4-disulfide (Lawesson's reagent) (4.1 g; 10.17 mmol) were refluxed 6 hours in 50 ml tetrahydrofuran. The solvent was removed in vacuo and the residue was chromatographed on silica; (4×40 cm) using ethyl acetate/heptane (1:1) as eluent and the residue was recrystallised from ethyl acetate/heptane (1:1; 50 ml) to a... Yields the product CC(C=1CS[C@H]2N(C1C(=O)O)C(C2NC(C(N)C2=CC=C(C=C2)NC(=O)N)=O)=O)SC2=NN=NN2 (3-(1-Methyltetrazol-5-ylthiomethyl)-7-(α-amino-p-ureido-phenylacetamido)-3-cephem-4-carboxylic acid). As a reaction SMILES: [NH2:1][CH:2]1[C:20](=[O:21])[N:4]2[C:5]([C:17]([OH:19])=[O:18])=[C:6]([CH:9]([S:11][C:12]3[NH:16][N:15]=[N:14][N:13]=3)[CH3:10])[CH2:7][S:8][C@H:3]12.C(OC([NH:29][CH:30]([C:34]1[CH:39]=[CH:38][C:37]([NH:40][C:41]([NH2:43])=[O:42])=[CH:36][CH:35]=1)[C:31](O)=[O:32])=O)(C)(C)C>>[CH3:10][CH:9]([S:11][C:12]1[NH:13][N:14]=[N:15][N:16]=1)[C:6]1[CH2:7][S:8][C@@H:3]2[CH:2]([NH:1][C:31](=[O:32])[CH:30]([C:34]3[CH:35]=[CH:36][C:37]([NH:40][C:41]([NH2:43])=[O:42])=[CH:38][CH:39]=3)[NH2:29])[C:20](=[O:21])[N:4]2[C:5]=1[C:17]([OH:19])=[O:18]. Procedure: When 7-amino-3-(1-methyltetrazol-5-ylthiomethyl)-3-cephem-4-carboxylic acid (3.28 g, 0.01 mol) was acylated with the product of Example 1 (3.1 g, 0.01 mol) according to the procedure of Example 2, the title compound was obtained: mp > 300°. The reactants are NC1[C@@H]2N(C(=C(CS2)C(C)SC2=NN=NN2)C(=O)O)C1=O (7-amino-3-(1-methyltetrazol-5-ylthiomethyl)-3-cephem-4-carboxylic acid), C(C)(C)(C)OC(=O)NC(C(=O)O)C1=CC=C(C=C1)NC(=O)N (α-t-Butoxycarbonylamino-p-ureidophenylacetic acid). Reactants: COC1=CC=C(C=C1C(=O)O)C(=O)N (6-methoxyisophthalamic acid), BrC1=C(N)C=CC(=C1)Cl (2-bromo-4-chloroaniline). Yields the product BrC1=C(C=CC(=C1)Cl)NC(C=1C=C(C(=O)N)C=CC1OC)=O (3-N-(2-bromo-4-chlorophenyl)-4-methoxyisophthalamide). Reaction SMILES: [CH3:1][O:2][C:3]1[C:8]([C:9]([OH:11])=O)=[CH:7][C:6]([C:12]([NH2:14])=[O:13])=[CH:5][CH:4]=1.[Br:15][C:16]1[CH:22]=[C:21]([Cl:23])[CH:20]=[CH:19][C:17]=1[NH2:18]>>[Br:15][C:16]1[CH:22]=[C:21]([Cl:23])[CH:20]=[CH:19][C:17]=1[NH:18][C:9](=[O:11])[C:8]1[CH:7]=[C:6]([CH:5]=[CH:4][C:3]=1[O:2][CH3:1])[C:12]([NH2:14])=[O:13]. Procedure details: The captioned compound was synthesized from 6-methoxyisophthalamic acid and 2-bromo-4-chloroaniline by the same procedure as in the manufacturing method described in step C of Example 1-3-1.